This data is from the Open Reaction Database (ORD), a public repository of structured organic reaction records. The task is: describe an organic reaction: reactants, conditions, products, and yield Starting materials: C[O-], CS(C)=O, Clc1cccc(-n2ccnn2)n1, [Na+]. Product: COc1cccc(-n2ccnn2)n1. RXN SMILES: [CH3:13][O-:14].[CH3:16][S:17](=[O:18])[CH3:19].[Cl:1][c:2]1[n:3][c:4](-[n:8]2[n:9][n:10][cH:11][cH:12]2)[cH:5][cH:6][cH:7]1.[Na+:15]>>[c:2]1([O:14][CH3:13])[n:3][c:4](-[n:8]2[n:9][n:10][cH:11][cH:12]2)[cH:5][cH:6][cH:7]1. Reactants: C1(=CC=CC=C1)O (phenol), [N+](=O)([O-])C=1C=C(C(C#N)=CC1)C#N (4-nitrophthalonitrile), C([O-])([O-])=O.[K+].[K+] (potassium carbonate). Solvent: CN(C=O)C (dimethylformamide). Conditions: temperature 70 celsius, time 5 hour. Product: O(C1=CC=CC=C1)C=1C=C(C(C#N)=CC1)C#N (4-phenoxyphthalonitrile). RXN SMILES: [C:1]1([OH:7])[CH:6]=[CH:5][CH:4]=[CH:3][CH:2]=1.[N+]([C:11]1[CH:12]=[C:13]([C:19]#[N:20])[C:14](=[CH:17][CH:18]=1)[C:15]#[N:16])([O-])=O.C(=O)([O-])[O-].[K+].[K+]>CN(C)C=O>[O:7]([C:11]1[CH:12]=[C:13]([C:19]#[N:20])[C:14](=[CH:17][CH:18]=1)[C:15]#[N:16])[C:1]1[CH:6]=[CH:5][CH:4]=[CH:3][CH:2]=1 |f:2.3.4|. Reported procedure: A mixture is prepared by adding 104 grams (1.1 moles) of phenol, 173 grams (1 mole of 4-nitrophthalonitrile, and 207 grams of potassium carbonate in 1667 ml of dimethylformamide. The mixture is heated to 70° C. and mechanically stirred. Samples are taken of this reaction mixture periodically and analyzed by GLC. After five hours, the reaction is complete. The 4-phenoxyphthalonitrile is isolated by quenching the crude reaction mixture in ice water. The product is further purified by washing the c... The reactants are C[C@@]12C(C([C@@H](CC1)C2(C)C)=O)=O ((1R,4S)-1,7,7-trimethyl-bicyclo[2.2.1]heptane-2,3-dione), COP(OC)(=O)CC(C(C)(C)C)=O ((3,3-dimethyl-2-oxo-butyl)-phosphonic acid dimethyl ester), O.NN (hydrazine monohydrate). The product is C(C)(C)(C)C=1N=NC=2[C@@]3(CC[C@H](C2C1)C3(C)C)C ((1R,8S)-5-tert-Butyl-1,11,11-trimethyl-3,4-diaza-tricyclo[6.2.1.02,7]undeca-2(7),3,5-triene). Reaction SMILES: [CH3:1][C@:2]12[C:8]([CH3:10])([CH3:9])[C@H:5]([CH2:6][CH2:7]1)[C:4](=O)[C:3]2=O.COP([CH2:19][C:20](=O)[C:21]([CH3:24])([CH3:23])[CH3:22])(=O)OC.O.[NH2:27][NH2:28]>>[C:21]([C:20]1[N:27]=[N:28][C:3]2[C@@:2]3([CH3:1])[C:8]([CH3:10])([CH3:9])[C@@H:5]([C:4]=2[CH:19]=1)[CH2:6][CH2:7]3)([CH3:24])([CH3:23])[CH3:22] |f:2.3|. Procedure details: light yellow oil. MS (ESI): 245.2 (MH+). Prepared from (1R,4S)-1,7,7-trimethyl-bicyclo[2.2.1]heptane-2,3-dione, (3,3-dimethyl-2-oxo-butyl)-phosphonic acid dimethyl ester, hydrazine monohydrate. Main product isolated and purified by silica gel chromatography.